This data is from the Open Reaction Database (ORD), a public repository of structured organic reaction records. The task is: describe an organic reaction: reactants, conditions, products, and yield Reactants: N1=CC(=CC=C1)OC#CC1=CC=CC=C1 (4-(pyridine-3-yloxy)ethynylbenzene), C(C1=CC=CC=C1)OC1=CC=C(C=O)C=C1 (4-benzyloxybenzaldehyde). Product: N1=CC=C(C=C1)COC#CC1=CC=CC=C1 (4-(pyridine-4-ylmethoxy)ethynylbenzene). RXN SMILES: [N:1]1[CH:6]=[CH:5][CH:4]=[C:3]([O:7][C:8]#[C:9][C:10]2[CH:15]=[CH:14][CH:13]=[CH:12][CH:11]=2)[CH:2]=1.[CH2:16](OC1C=CC(C=O)=CC=1)C1C=CC=CC=1>>[N:1]1[CH:2]=[CH:16][C:4]([CH2:3][O:7][C:8]#[C:9][C:10]2[CH:11]=[CH:12][CH:13]=[CH:14][CH:15]=2)=[CH:5][CH:6]=1. Procedure: Prepared as for 4-(pyridine-3-yloxy)ethynylbenzene, using 4-benzyloxybenzaldehyde.